Dataset: the Open Reaction Database (ORD), a public repository of structured organic reaction records. Task: describe an organic reaction: reactants, conditions, products, and yield Starting materials: CN1CCN(CCC1)C=1OC2=C(N1)C=CC=C2 (2-(4-methyl-1-homopiperazinyl)-benzoxazole), C(C=C)I (allyl iodide). Run in ClCCl (dichloromethane). Run at time 1 hour. Product: [I-].C(C=C)[N+]1(CCN(CCC1)C=1OC2=C(N1)C=CC=C2)C (1-Allyl-1-methyl-4-(benzoxazol-2-yl)homopiperazinium iodide). As a reaction SMILES: [CH3:1][N:2]1[CH2:8][CH2:7][CH2:6][N:5]([C:9]2[O:10][C:11]3[CH:17]=[CH:16][CH:15]=[CH:14][C:12]=3[N:13]=2)[CH2:4][CH2:3]1.[CH2:18]([I:21])[CH:19]=[CH2:20]>ClCCl>[I-:21].[CH2:18]([N+:2]1([CH3:1])[CH2:8][CH2:7][CH2:6][N:5]([C:9]2[O:10][C:11]3[CH:17]=[CH:16][CH:15]=[CH:14][C:12]=3[N:13]=2)[CH2:4][CH2:3]1)[CH:19]=[CH2:20] |f:3.4|. Reported procedure: A 540 mg portion of 2-(4-methyl-1-homopiperazinyl)-benzoxazole was dissolved in 5 ml of dichloromethane. Under cooling with ice, 0.32 ml of allyl iodide was added to the thus prepared solution, and the reaction was carried out for 1 hour at the same temperature and then for 1 hour at room temperature. The reaction solution was concentrated under a reduced pressure, and 5 ml of acetone was added to the resulting residue. The precipitate thus formed was collected by filtration, washed with acetone... The reactants are FC1=CC=C(C=C1)C=1C(=C(OC1C)C1=CC=CC=C1)C(=O)OCC (ethyl 4-(4-fluorophenyl)-5-methyl-2-phenylfuran-3-carboxylate), BrN1C(CCC1=O)=O (N-bromosuccinimide), N(=NC(C#N)(C)C)C(C#N)(C)C (2,2′-azobis(isobutyronitrile)). The solvent is C(Cl)(Cl)(Cl)Cl (carbon tetrachloride). Yields the product BrCC1=C(C(=C(O1)C1=CC=CC=C1)C(=O)OCC)C1=CC=C(C=C1)F (ethyl 5-(bromomethyl)-4-(4-fluorophenyl)-2-phenylfuran-3-carboxylate). As a reaction SMILES: [F:1][C:2]1[CH:7]=[CH:6][C:5]([C:8]2[C:9]([C:20]([O:22][CH2:23][CH3:24])=[O:21])=[C:10]([C:14]3[CH:19]=[CH:18][CH:17]=[CH:16][CH:15]=3)[O:11][C:12]=2[CH3:13])=[CH:4][CH:3]=1.[Br:25]N1C(=O)CCC1=O.N(C(C)(C)C#N)=NC(C)(C)C#N>C(Cl)(Cl)(Cl)Cl>[Br:25][CH2:13][C:12]1[O:11][C:10]([C:14]2[CH:19]=[CH:18][CH:17]=[CH:16][CH:15]=2)=[C:9]([C:20]([O:22][CH2:23][CH3:24])=[O:21])[C:8]=1[C:5]1[CH:6]=[CH:7][C:2]([F:1])=[CH:3][CH:4]=1. Reported procedure: A solution of ethyl 4-(4-fluorophenyl)-5-methyl-2-phenylfuran-3-carboxylate (19.06 g, 58.76 mmol), N-bromosuccinimide (10.5 g, 58.8 mmol) and 2,2′-azobis(isobutyronitrile) (50 mg) in carbon tetrachloride (50 ml) was heated under reflux for 0.5 hr. After cooling the reaction solution to room temperature, white precipitate was removed by filtration, and the precipitate was washed with diethyl ether. The solvent of the collected filtrate was evaporated under reduced pressure to give a crude product... Reactants: N1=C(N=CC=C1)N1CCNCC1 (1-(2-pyrimidinyl)piperazine), BrCCCCBr (1,4-dibromobutane), C([O-])([O-])=O.[Na+].[Na+] (sodium carbonate). The solvent is C(C)(C)O (isopropanol). The product is [Br-].N1=C(N=CC=C1)N1CC[N+]2(CCCC2)CC1 (8-(2-Pyrimidinyl)-8-aza-5-azoniaspiro[4.5]decane Bromide). Yield: 84.1%. RXN SMILES: [N:1]1[CH:6]=[CH:5][CH:4]=[N:3][C:2]=1[N:7]1[CH2:12][CH2:11][NH:10][CH2:9][CH2:8]1.[Br:13][CH2:14][CH2:15][CH2:16][CH2:17]Br.C(=O)([O-])[O-].[Na+].[Na+]>C(O)(C)C>[Br-:13].[N:1]1[CH:6]=[CH:5][CH:4]=[N:3][C:2]=1[N:7]1[CH2:12][CH2:11][N+:10]2([CH2:17][CH2:16][CH2:15][CH2:14]2)[CH2:9][CH2:8]1 |f:2.3.4,6.7|. Procedure details: A mixture of 1-(2-pyrimidinyl)piperazine (32.8 g; 0.2 mole), 1,4-dibromobutane (108 g; 0.5 mole) and finely powdered sodium carbonate (21.2 g, 0.2 mole) in 400 mL isopropanol was stirred and refluxed for a 16 hr period. The hot reaction mixture was filtered and the filtrate, on standing at room temperature, provided 50.3 g (84% yield) of product. Crystallization of this material from isopropanol affords analytically pure product, m.p. 241.5°-242.5° C. (corr.). Starting materials: C[Si](C)(C)[N-][Si](C)(C)C, CCOC(C)=O, CCCCCC, [Cl-], O=Cc1ccc(Oc2ccnc3c(C(F)(F)F)cccc23)cc1, [Li+], [NH4+], C1CCOC1. The product is CCOC(=O)CC(O)c1ccc(Oc2ccnc3c(C(F)(F)F)cccc23)cc1. RXN SMILES: [CH3:13][Si:14]([N-:15][Si:16]([CH3:17])([CH3:18])[CH3:19])([CH3:20])[CH3:21].[CH3:1][CH2:2][O:3][C:4]([CH3:5])=[O:6].[CH3:7][CH2:8][CH2:9][CH2:10][CH2:11][CH3:12].[Cl-:46].[F:23][C:24]([c:25]1[cH:26][cH:27][cH:28][c:29]2[c:30]([O:35][c:36]3[cH:37][cH:38][c:39]([CH:40]=[O:41])[cH:42][cH:43]3)[cH:31][cH:32][n:33][c:34]12)([F:44])[F:45].[Li+:22].[NH4+:47].[O:48]1[CH2:49][CH2:50][CH2:51][CH2:52]1>>[CH3:1][CH2:2][O:3][C:4]([CH2:5][CH:40]([c:39]1[cH:38][cH:37][c:36]([O:35][c:30]2[c:29]3[cH:28][cH:27][cH:26][c:25]([C:24]([F:23])([F:44])[F:45])[c:34]3[n:33][cH:32][cH:31]2)[cH:43][cH:42]1)[OH:41])=[O:6]. The reactants are C(CCC)C(=C(CCCC)CCCC)[Sn] (tributylvinyl tin), 9, 9, BrC1=C(CO[Si](C)(C)C(C)(C)C)C=C(C=C1)OC ((2-bromo-5-methoxy-benzyloxy)-tert-butyl-dimethyl-silane). The reagents and catalysts are C=1C=CC(=CC1)[P](C=2C=CC=CC2)(C=3C=CC=CC3)[Pd]([P](C=4C=CC=CC4)(C=5C=CC=CC5)C=6C=CC=CC6)([P](C=7C=CC=CC7)(C=8C=CC=CC8)C=9C=CC=CC9)[P](C=1C=CC=CC1)(C=1C=CC=CC1)C=1C=CC=CC1 (tetrakis(triphenylphosphine)palladium(0)). Solvent: C1(=CC=CC=C1)C (toluene). Yields the product 9, C(C)(C)(C)[Si](OCC1=C(C=CC(=C1)OC)C=C)(C)C (tert-butyl-dimethyl-(2-vinyl-5-methoxy-benzyloxy)-silane). Isolated yield 89.0%. As a reaction SMILES: Br[C:2]1[CH:16]=[CH:15][C:14]([O:17][CH3:18])=[CH:13][C:3]=1[CH2:4][O:5][Si:6]([C:9]([CH3:12])([CH3:11])[CH3:10])([CH3:8])[CH3:7].[CH2:19](C([Sn])=C(CCCC)CCCC)[CH2:20]CC>C1(C)C=CC=CC=1.C1C=CC([P]([Pd]([P](C2C=CC=CC=2)(C2C=CC=CC=2)C2C=CC=CC=2)([P](C2C=CC=CC=2)(C2C=CC=CC=2)C2C=CC=CC=2)[P](C2C=CC=CC=2)(C2C=CC=CC=2)C2C=CC=CC=2)(C2C=CC=CC=2)C2C=CC=CC=2)=CC=1>[C:9]([Si:6]([CH3:8])([CH3:7])[O:5][CH2:4][C:3]1[CH:13]=[C:14]([O:17][CH3:18])[CH:15]=[CH:16][C:2]=1[CH:19]=[CH2:20])([CH3:12])([CH3:11])[CH3:10] |^1:20,44,46,65,84|. Procedure details: Under a nitrogen atmosphere, 33.63 9 (0.10 mol) of (2-bromo-5-methoxy-benzyloxy)-tert-butyl-dimethyl-silane (14), 32.18 9 (0.10 mol) of tributylvinyl tin and 4.7 g (0.004 mol) of tetrakis(triphenylphosphine)palladium(0) were combined in 250 mL of toluene, and the solution was heated to reflux for 6 hours. The reaction was allowed to cool to ambient temperature and was quenched with 5% NH4OH (2×100 mL). The organic layer was washed with water (1×200 mL) and brine (1×200 mL), dried over sodium sul... The reactants are solution, B(Br)(Br)Br (boron tribromide), C([O-])(O)=O.[Na+] (sodium bicarbonate), Cl.COC1=C2CC[C@@H](CC2=CC=C1)N(CCC=1SC=CC1)CCC ((S)-5-methoxy-N-propyl-N-(2′-(thien-2-yl-)ethyl)-tetralin-2-amine hydrochloride). The solvent is ClCCl (dichloromethane), C(Cl)Cl (DCM). The product is CCCN(CCC1=CC=CS1)[C@H]2CCC3=C(C2)C=CC=C3O.Cl (rotigotine hydrochloride). The yield is 79.5%. RXN SMILES: [ClH:1].C[O:3][C:4]1[CH:13]=[CH:12][CH:11]=[C:10]2[C:5]=1[CH2:6][CH2:7][C@H:8]([N:14]([CH2:22][CH2:23][CH3:24])[CH2:15][CH2:16][C:17]1[S:18][CH:19]=[CH:20][CH:21]=1)[CH2:9]2.B(Br)(Br)Br.C(=O)(O)[O-].[Na+]>ClCCl>[CH3:24][CH2:23][CH2:22][N:14]([C@@H:8]1[CH2:9][C:10]2[CH:11]=[CH:12][CH:13]=[C:4]([OH:3])[C:5]=2[CH2:6][CH2:7]1)[CH2:15][CH2:16][C:17]1[S:18][CH:19]=[CH:20][CH:21]=1.[ClH:1] |f:0.1,3.4,6.7|. Procedure details: To a 10 L three-necked flask, the (S)-5-methoxy-N-propyl-N-(2′-(thien-2-yl-)ethyl)-tetralin-2-amine hydrochloride (295 g, 0.9 mol) prepared above in Example 7 and 5.5 kg DCM were added at room temperature, and then cooled to a temperature of 0° C.-5° C. Thereafter, a 1 M solution of boron tribromide (1.08 mmol) in dichloromethane (concentration: 1 g/3.8 mL) was added dropwise to the reaction liquid. After the addition, the temperature was warmed up to room temperature to perform the reaction. Af... The product is CCCCCCCCSCc1ccc(CCl)cc1. Reactants: CCCCCCCCS, CC(C)(C)[O-], CO, Cl, [Na+], ClCc1ccc(CCl)cc1. Reaction SMILES: [CH2:7]([CH2:8][CH2:9][CH2:10][CH2:11][CH2:12][CH2:13][CH3:14])[SH:15].[CH3:1][C:2]([CH3:3])([O-:4])[CH3:5].[CH3:27][OH:28].[ClH:26].[Na+:6].[c:16]1([CH2:24][Cl:25])[cH:17][cH:18][c:19]([CH2:22][Cl:23])[cH:20][cH:21]1>>[CH2:7]([CH2:8][CH2:9][CH2:10][CH2:11][CH2:12][CH2:13][CH3:14])[S:15][CH2:24][c:16]1[cH:17][cH:18][c:19]([CH2:22][Cl:23])[cH:20][cH:21]1.